Dataset: the Open Reaction Database (ORD), a public repository of structured organic reaction records. Task: describe an organic reaction: reactants, conditions, products, and yield The reactants are CCCI, CS(C)=O, [H-], [Na+], O, Cc1c(-c2ccc(O)cc2)n(-c2ccccc2)c(-c2ccccc2)cc1=O. Product: CCCOc1ccc(-c2c(C)c(=O)cc(-c3ccccc3)n2-c2ccccc2)cc1. RXN SMILES: [CH2:30]([CH2:31][CH3:32])[I:33].[CH3:35][S:36]([CH3:37])=[O:38].[H-:1].[Na+:2].[OH2:34].[OH:3][c:4]1[cH:5][cH:6][c:7](-[c:10]2[n:11](-[c:24]3[cH:25][cH:26][cH:27][cH:28][cH:29]3)[c:12](-[c:18]3[cH:19][cH:20][cH:21][cH:22][cH:23]3)[cH:13][c:14](=[O:17])[c:15]2[CH3:16])[cH:8][cH:9]1>>[O:3]([c:4]1[cH:5][cH:6][c:7](-[c:10]2[n:11](-[c:24]3[cH:25][cH:26][cH:27][cH:28][cH:29]3)[c:12](-[c:18]3[cH:19][cH:20][cH:21][cH:22][cH:23]3)[cH:13][c:14](=[O:17])[c:15]2[CH3:16])[cH:8][cH:9]1)[CH2:30][CH2:31][CH3:32]. The reactants are COC(CN)COC(NCCCCCCCCCCCCCCCCCC)=O (2-methoxy-3-octadecylcarbamoyloxypropylamine), a1, ClCCCCS(=O)(=O)Cl (4-chlorobutanesulfonyl chloride). Run in ClCCl (dichloromethane), ClCCl (dichloromethane), ClCCl (dichloromethane), C(C)N(CC)CC (triethylamine). Reaction conditions: time 8 hour. The product is ClCCCCS(=O)(=O)NCC(COC(NCCCCCCCCCCCCCCCCCC)=O)OC (3-(4-chlorobutylsulfonylamino)-2-methoxy-1-octadecylcarbamoyloxypropane). The yield is 77.0%. Reaction SMILES: [CH3:1][O:2][CH:3]([CH2:6][O:7][C:8](=[O:28])[NH:9][CH2:10][CH2:11][CH2:12][CH2:13][CH2:14][CH2:15][CH2:16][CH2:17][CH2:18][CH2:19][CH2:20][CH2:21][CH2:22][CH2:23][CH2:24][CH2:25][CH2:26][CH3:27])[CH2:4][NH2:5].[Cl:29][CH2:30][CH2:31][CH2:32][CH2:33][S:34](Cl)(=[O:36])=[O:35]>ClCCl.C(N(CC)CC)C>[Cl:29][CH2:30][CH2:31][CH2:32][CH2:33][S:34]([NH:5][CH2:4][CH:3]([O:2][CH3:1])[CH2:6][O:7][C:8](=[O:28])[NH:9][CH2:10][CH2:11][CH2:12][CH2:13][CH2:14][CH2:15][CH2:16][CH2:17][CH2:18][CH2:19][CH2:20][CH2:21][CH2:22][CH2:23][CH2:24][CH2:25][CH2:26][CH3:27])(=[O:36])=[O:35]. Reported procedure: To a solution of 1.2 g (3 mM) of 2-methoxy-3-octadecylcarbamoyloxypropylamine IV a1 in 24 ml of dichloromethane and 0.5 ml (3.6 mM) of triethylamine is added 0.75 g (3.93 mM) of 4-chlorobutanesulfonyl chloride with ice-cooling and the mixture is stirred at room temperature overnight. The product is isolated with dichloromethane extraction and dichloromethane layer is washed with saturated aqueous sodium hydrogencarbonate and saturated aqueous sodium chloride, dried over anhydrous magnesium sulfa... Starting materials: [Li]CCCC, CI, CCOC(C)=O, CCCCCC, CC(C)NC(C)C, Fc1cc(F)cc(Br)c1, C1CCOC1, O. Yields the product Cc1c(F)cc(Br)cc1F. As a reaction SMILES: [CH2:8]([Li:9])[CH2:10][CH2:11][CH3:12].[CH3:22][I:23].[CH3:29][CH2:30][O:31][C:32](=[O:33])[CH3:34].[CH3:36][CH2:37][CH2:38][CH2:39][CH2:40][CH3:41].[CH:1]([NH:2][CH:3]([CH3:4])[CH3:5])([CH3:6])[CH3:7].[F:13][c:14]1[cH:15][c:16]([Br:21])[cH:17][c:18]([F:20])[cH:19]1.[O:24]1[CH2:25][CH2:26][CH2:27][CH2:28]1.[OH2:35]>>[CH3:1][c:19]1[c:14]([F:13])[cH:15][c:16]([Br:21])[cH:17][c:18]1[F:20]. The reactants are C(C)OC(=O)N1C[C@H](CC1)NC1=NC=C(C=C1)[N+](=O)[O-] ((S)-3-(5-nitropyridine-2-ylamino)-pyrrolidine-1-carboxylic acid ethyl ester), C1CCOC1 (THF). The reagents and catalysts are [Pd] (palladium on carbon). Run in C(C)O (ethanol). Conditions: time 4 hour. Product: C(C)OC(=O)N1C[C@H](CC1)NC1=NC=C(C=C1)N ((S)-3-(5-amino-pyridin-2-ylamino)-pyrrolidine-1-carboxylic acid ethyl ester). Isolated yield 99.3%. Reaction SMILES: [CH2:1]([O:3][C:4]([N:6]1[CH2:10][CH2:9][C@H:8]([NH:11][C:12]2[CH:17]=[CH:16][C:15]([N+:18]([O-])=O)=[CH:14][N:13]=2)[CH2:7]1)=[O:5])[CH3:2].C1COCC1>C(O)C.[Pd]>[CH2:1]([O:3][C:4]([N:6]1[CH2:10][CH2:9][C@H:8]([NH:11][C:12]2[CH:17]=[CH:16][C:15]([NH2:18])=[CH:14][N:13]=2)[CH2:7]1)=[O:5])[CH3:2]. Procedure: The above (S)-3-(5-nitropyridine-2-ylamino)-pyrrolidine-1-carboxylic acid ethyl ester (2.59 g, 9.25 mmol) was suspended in ethanol (50 mL) and THF (10 mL) was added. The mixture was gently heated to give a clear solution and 10% palladium on carbon (250 mg) was added. The mixture was hydrogenated at 45 psi for 4 hrs and then filtered. The filtrate was concentrated to give a purple solid as (S)-3-(5-amino-pyridin-2-ylamino)-pyrrolidine-1-carboxylic acid ethyl ester (2.3 g, 100% yield). LCMS for C... The reactants are CC(=O)O[BH-](OC(C)=O)OC(C)=O, CCCCc1c(-c2ccc(OC3CCCCC3)cc2)cc(OC2CCNCC2)n[n+]1[O-], C=O, CC(=O)O, ClCCl, Cl, [Na+], O. The product is CCCCc1c(-c2ccc(OC3CCCCC3)cc2)cc(OC2CCN(C)CC2)n[n+]1[O-], Cl. RXN SMILES: [C:36]([O:37][BH-:38]([O:39][C:40](=[O:41])[CH3:42])[O:43][C:44](=[O:45])[CH3:46])(=[O:47])[CH3:48].[CH2:2]([CH2:3][CH2:4][CH3:5])[c:6]1[n+:7]([O-:32])[n:8][c:9]([O:25][CH:26]2[CH2:27][CH2:28][NH:29][CH2:30][CH2:31]2)[cH:10][c:11]1-[c:12]1[cH:13][cH:14][c:15]([O:18][CH:19]2[CH2:20][CH2:21][CH2:22][CH2:23][CH2:24]2)[cH:16][cH:17]1.[CH2:33]=[O:34].[CH3:53][C:54](=[O:55])[OH:56].[Cl:50][CH2:51][Cl:52].[ClH:1].[Na+:49].[OH2:35]>>[CH2:2]([CH2:3][CH2:4][CH3:5])[c:6]1[n+:7]([O-:32])[n:8][c:9]([O:25][CH:26]2[CH2:27][CH2:28][N:29]([CH3:36])[CH2:30][CH2:31]2)[cH:10][c:11]1-[c:12]1[cH:13][cH:14][c:15]([O:18][CH:19]2[CH2:20][CH2:21][CH2:22][CH2:23][CH2:24]2)[cH:16][cH:17]1.[ClH:1]. Starting materials: CO, CNc1nc(F)c(OC(F)F)c(Cl)n1. Product: CNc1nc(Cl)c(OC(F)F)c(OC)n1. RXN SMILES: [CH3:15][OH:16].[Cl:1][c:2]1[n:3][c:4]([NH:13][CH3:14])[n:5][c:6]([F:12])[c:7]1[O:8][CH:9]([F:10])[F:11]>>[Cl:1][c:2]1[n:3][c:4]([NH:13][CH3:14])[n:5][c:6]([O:16][CH3:15])[c:7]1[O:8][CH:9]([F:10])[F:11].